Dataset: the Open Reaction Database (ORD), a public repository of structured organic reaction records. Task: describe an organic reaction: reactants, conditions, products, and yield Reactants: CCOC(=O)c1cnc2c(c1O)CCCCCC2, O=P(Cl)(Cl)Cl. Yields the product CCOC(=O)c1cnc2c(c1Cl)CCCCCC2. RXN SMILES: [OH:1][c:2]1[c:3]2[c:4]([n:5][cH:6][c:7]1[C:8](=[O:9])[O:10][CH2:11][CH3:12])[CH2:13][CH2:14][CH2:15][CH2:16][CH2:17][CH2:18]2.[P:19]([Cl:20])([Cl:21])([Cl:22])=[O:23]>>[c:2]1([Cl:21])[c:3]2[c:4]([n:5][cH:6][c:7]1[C:8](=[O:9])[O:10][CH2:11][CH3:12])[CH2:13][CH2:14][CH2:15][CH2:16][CH2:17][CH2:18]2. Reactants: C(CCCCCCCCCCCCC)OC(=O)C1=CC(=CC(=C1)[N+](=O)[O-])C(=O)OCCCCCCCCCCCCCC (5-nitro-1,3-benzenedicarboxylic acid ditetradecyl ester). Reagents/catalysts: [Pd] (palladium on carbon). Run in C(C)(=O)OCC (ethyl acetate), C1CCOC1 (THF). Run at time 17 hour. Yields the product C(CCCCCCCCCCCCC)OC(=O)C1=CC(=CC(=C1)N)C(=O)OCCCCCCCCCCCCCC (5-amino-1,3-benzenedicarboxylic acid ditetradecyl ester). The yield is 98.7%. As a reaction SMILES: [CH2:1]([O:15][C:16]([C:18]1[CH:23]=[C:22]([N+:24]([O-])=O)[CH:21]=[C:20]([C:27]([O:29][CH2:30][CH2:31][CH2:32][CH2:33][CH2:34][CH2:35][CH2:36][CH2:37][CH2:38][CH2:39][CH2:40][CH2:41][CH2:42][CH3:43])=[O:28])[CH:19]=1)=[O:17])[CH2:2][CH2:3][CH2:4][CH2:5][CH2:6][CH2:7][CH2:8][CH2:9][CH2:10][CH2:11][CH2:12][CH2:13][CH3:14]>[Pd].C(OCC)(=O)C.C1COCC1>[CH2:30]([O:29][C:27]([C:20]1[CH:21]=[C:22]([NH2:24])[CH:23]=[C:18]([C:16]([O:15][CH2:1][CH2:2][CH2:3][CH2:4][CH2:5][CH2:6][CH2:7][CH2:8][CH2:9][CH2:10][CH2:11][CH2:12][CH2:13][CH3:14])=[O:17])[CH:19]=1)=[O:28])[CH2:31][CH2:32][CH2:33][CH2:34][CH2:35][CH2:36][CH2:37][CH2:38][CH2:39][CH2:40][CH2:41][CH2:42][CH3:43]. Procedure: A mixture of 2.09 g of 5-nitro-1,3-benzenedicarboxylic acid ditetradecyl ester and 0.5 g of 10% palladium on carbon in 80 ml of ethyl acetate and 25 ml of THF was shaken under an initial hydrogen pressure of 53 psi for 17 hours. The catalyst was removed by filtration and the filtrate was concentrated to give 1.96 g of pure 5-amino-1,3-benzenedicarboxylic acid ditetradecyl ester, mp 74°-75°. Reaction SMILES: [CH3:16][CH2:17][OH:18].[CH3:1][c:2]1[n:3](-[c:7]2[cH:8][cH:9][c:10]([N+:13]([O-:14])=[O:15])[cH:11][cH:12]2)[cH:4][cH:5][n:6]1>>[CH3:1][c:2]1[n:3](-[c:7]2[cH:8][cH:9][c:10]([NH2:13])[cH:11][cH:12]2)[cH:4][cH:5][n:6]1. Product: Cc1nccn1-c1ccc(N)cc1. The reactants are CCO, Cc1nccn1-c1ccc([N+](=O)[O-])cc1. Reactants: CC1(C=2C=CC(=CC2C(=CC1)C1=CC(=CC=C1)O[Si](C)(C)CC(C)C)C#CC1=CC=C(C(=O)OCC)C=C1)C (ethyl 4-[(5,6-dihydro-5,5-dimethyl-8-(3-((2,2-dimethylethyl)-dimethylsiloxy)-phenyl)-2-naphthalenyl)ethynyl]benzoate), CC1(C=2C=CC(=CC2C(=CC1)C1=CC(=CC=C1)O[Si](C)(C)CC(C)C)C#CC1=CC=C(C(=O)OCC)C=C1)C (ethyl 4-[(5,6-dihydro-5,5-dimethyl-8-(3-((2,2-dimethylethyl)-dimethylsiloxy)-phenyl)-2-naphthalenyl)ethynyl]benzoate), [F-].C(CCC)[N+](CCCC)(CCCC)CCCC (tetrabutylamonium flouride). Run in CCOC(=O)C (EtOAc), C1CCOC1 (THF). Run at time 8 hour. The product is CC1(C=2C=CC(=CC2C(=CC1)C1=CC(=CC=C1)O)C#CC1=CC=C(C(=O)OCC)C=C1)C (Ethyl 4-[(5,6-dihydro-5,5-dimethyl-8-(3-hydroxyphenyl)-2-naphthalenyl)ethynyl]benzoate). As a reaction SMILES: [CH3:1][C:2]1([CH3:39])[CH2:11][CH:10]=[C:9]([C:12]2[CH:17]=[CH:16][CH:15]=[C:14]([O:18][Si](CC(C)C)(C)C)[CH:13]=2)[C:8]2[CH:7]=[C:6]([C:26]#[C:27][C:28]3[CH:38]=[CH:37][C:31]([C:32]([O:34][CH2:35][CH3:36])=[O:33])=[CH:30][CH:29]=3)[CH:5]=[CH:4][C:3]1=2.[F-].C([N+](CCCC)(CCCC)CCCC)CCC>C1COCC1.CCOC(C)=O>[CH3:39][C:2]1([CH3:1])[CH2:11][CH:10]=[C:9]([C:12]2[CH:17]=[CH:16][CH:15]=[C:14]([OH:18])[CH:13]=2)[C:8]2[CH:7]=[C:6]([C:26]#[C:27][C:28]3[CH:29]=[CH:30][C:31]([C:32]([O:34][CH2:35][CH3:36])=[O:33])=[CH:37][CH:38]=3)[CH:5]=[CH:4][C:3]1=2 |f:1.2|. Procedure: To a solution of ethyl 4-[(5,6-dihydro-5,5-dimethyl-8-(3-((2,2-dimethylethyl)-dimethylsiloxy)-phenyl)-2-naphthalenyl)ethynyl]benzoate (Compound H) 60.0 mg (0.114 mmol) in 1.0 ml of THF at room temperature was added 91.5 mg (0.35 ml, 0.35 mmol) of tetrabutylamonium flouride (1 M solution in THF). After stirring overnight, the solution was diluted with EtOAc and washed with H2O and saturated aqueous NaCl, before being dried over MgSO4. Removal of the solvents under reduced pressure, followed by co... Reactants: BrBr (bromine), ClC1=C(C=C(C=C1)Cl)NCCC(=O)O (N-(2,5-dichloropheyl)-β-alanine), [S-]C#N.[Na+] (sodium thiocyanate), O (water). Solvent: C(C)(=O)O (acetic acid), C(C)(=O)O (acetic acid), C(C)(=O)O (acetic acid). Reaction conditions: time 1 hour. Yields the product ClC1=C(C=C(C(=C1)SC#N)Cl)NCCC(=O)O (N-(2,5-dichloro-4-thiocyanatophenyl)-β-alanine). Isolated yield 103.0%. RXN SMILES: BrBr.[Cl:3][C:4]1[CH:9]=[CH:8][C:7]([Cl:10])=[CH:6][C:5]=1[NH:11][CH2:12][CH2:13][C:14]([OH:16])=[O:15].[S-:17][C:18]#[N:19].[Na+].O>C(O)(=O)C>[Cl:3][C:4]1[CH:9]=[C:8]([S:17][C:18]#[N:19])[C:7]([Cl:10])=[CH:6][C:5]=1[NH:11][CH2:12][CH2:13][C:14]([OH:16])=[O:15] |f:2.3|. Reported procedure: A solution of 6 ml (0.11 mole) of bromine in 20 ml of acetic acid was added dropwise over 20 min to a stirred mixture of 25 g (0.10 mole) of N-(2,5-dichloropheyl)-β-alanine, 20.5 g (0.25 mole) of sodium thiocyanate and 100 ml of acetic acid at 15°-20°. An additional 80 ml of acetic acid was added to facilitate stirring which was continued for 1 hr. The reaction mixture was poured into 600 ml of cold water. The yellow solid was collected by filtration, washed with water and dried in an oven at 10... The reactants are CCOC(=O)c1[nH]nnc1Nc1ccccc1, [Na+], [OH-]. The product is O=C(O)c1[nH]nnc1Nc1ccccc1. Reaction SMILES: [NH:1]([c:2]1[cH:3][cH:4][cH:5][cH:6][cH:7]1)[c:8]1[n:9][n:10][nH:11][c:12]1[C:13](=[O:14])[O:15][CH2:16][CH3:17].[Na+:19].[OH-:18]>>[NH:1]([c:2]1[cH:3][cH:4][cH:5][cH:6][cH:7]1)[c:8]1[n:9][n:10][nH:11][c:12]1[C:13](=[O:14])[OH:15]. Starting materials: BrC1=CC=C(C=C1)C(C)N (1-(4-bromophenyl)ethylamine), C([O-])(O)=O.[Na+] (sodium bicarbonate), O (water), ClC(Cl)(OC(OC(Cl)(Cl)Cl)=O)Cl (Triphosgene), ClC(Cl)(OC(OC(Cl)(Cl)Cl)=O)Cl (triphosgene). The solvent is ClCCl (dichloromethane), ClCCl (dichloromethane), ClCCl (dichloromethane). Reaction conditions: temperature 2.5 celsius, time 15 minute. The product is BrC1=CC=C(C=C1)[C@H](C)N=C=O (1-bromo-4-((S)-1-isocyanato-ethyl)-benzene). The yield is 79.4%. RXN SMILES: [C:1](=[O:4])(O)[O-].[Na+].O.[Br:7][C:8]1[CH:13]=[CH:12][C:11]([CH:14]([NH2:16])[CH3:15])=[CH:10][CH:9]=1.ClC(Cl)(OC(=O)OC(Cl)(Cl)Cl)Cl>ClCCl>[Br:7][C:8]1[CH:13]=[CH:12][C:11]([C@@H:14]([N:16]=[C:1]=[O:4])[CH3:15])=[CH:10][CH:9]=1 |f:0.1|. Procedure details: To a 10 L jacketed reactor was charged 241 g of sodium bicarbonate (2.87 mol, 2.30 equiv) and 5 L of deionized water. The resulting solution was agitated for 10-20 min, until the solids dissolved (homogeneous). To the clear solution was charged 250 g (1.25 mol, 1.00 equiv) of (S)-(+1-(4-bromophenyl)ethylamine as a solution in 1.00 L of dichloromethane. An additional 4 L of dichloromethane was charged to the reactor. The biphasic solution was agitated and cooled to Tint=2-3° C. Triphosgene (126 g...